Dataset: the Open Reaction Database (ORD), a public repository of structured organic reaction records. Task: describe an organic reaction: reactants, conditions, products, and yield Reactants: ClC1=CC=CC(=N1)C (6-chloro-2-methylpyridine), [O-][Mn](=O)(=O)=O.[K+] (KMnO4), O (water), O (water). Reaction conditions: temperature 90 celsius. Product: ClC1=CC=CC(=N1)C(=O)O (6-Chloro-2-pyridinecarboxylic acid). RXN SMILES: [Cl:1][C:2]1[N:7]=[C:6]([CH3:8])[CH:5]=[CH:4][CH:3]=1.[O-:9][Mn](=O)(=O)=O.[K+].[OH2:15]>>[Cl:1][C:2]1[N:7]=[C:6]([C:8]([OH:9])=[O:15])[CH:5]=[CH:4][CH:3]=1 |f:1.2|. Procedure: A mixture of 3.8 g (0.03 mol) of 6-chloro-2-methylpyridine and 10.45 g of KMnO4 in 380 ml of water is heated to 90° C. for 6 hours. The product is cooled, the pH is adjusted to approximately 4, water is evaporated off and the residue is taken up with ethanol. It is filtered and the ethanol is evaporated to produce 1.1 g of the compound referred to above. Reactants: C(C)(=O)C(C(=O)OC(CCl)C)=CC1=CC(=CC=C1)[N+](=O)[O-] (1-methyl-2-chloroethyl α-acetyl-3-nitrocinnamate), N\C(=C/C(=O)OC)\C (methyl 3-aminocrotonate). Run in C(C)OCC (diethyl ether), C(C)(C)O (isopropanol). Reaction conditions: time 210 minute. The product is CC=1NC(=C(C(C1C(=O)OC)C1=CC(=CC=C1)[N+](=O)[O-])C(=O)OC(CCl)C)C (methyl 1-methyl-2-chloroethyl 1,4-dihydro-2,6-dimethyl-4-(3-nitrophenyl)-pyridine-3,5-dicarboxylate). The yield is 64.1%. As a reaction SMILES: [C:1]([C:4](=[CH:12][C:13]1[CH:18]=[CH:17][CH:16]=[C:15]([N+:19]([O-:21])=[O:20])[CH:14]=1)[C:5]([O:7][CH:8]([CH3:11])[CH2:9][Cl:10])=[O:6])(=O)[CH3:2].[NH2:22]/[C:23](/[CH3:29])=[CH:24]\[C:25]([O:27][CH3:28])=[O:26]>C(O)(C)C.C(OCC)C>[CH3:29][C:23]1[NH:22][C:1]([CH3:2])=[C:4]([C:5]([O:7][CH:8]([CH3:11])[CH2:9][Cl:10])=[O:6])[CH:12]([C:13]2[CH:18]=[CH:17][CH:16]=[C:15]([N+:19]([O-:21])=[O:20])[CH:14]=2)[C:24]=1[C:25]([O:27][CH3:28])=[O:26]. Procedure details: A solution comprising 18.72 g of 1-methyl-2-chloroethyl α-acetyl-3-nitrocinnamate, prepared as described in Example 1, and 7.12 g of methyl 3-aminocrotonate in 48 ml of isopropanol was refluxed under stirring for 210 minutes. After cooling, the reaction mixture was evaporated to dryness under vacuum and the oil thus obtained was chromatographed on silica gel (200 g) using chloroform as eluent. Evaporating the fractions containing a sole product (TLC, chloroform: ethylacetate 95:5) gave a thick o...